From a dataset of the Open Reaction Database (ORD), a public repository of structured organic reaction records. describe an organic reaction: reactants, conditions, products, and yield The reactants are CC(CC(=O)NC=1C=C2C=CC=NC2=CC1)(C)C (3,3-dimethyl-N-quinolin-6-ylbutanamide), FC(C(=O)O)(F)F (trifluoroacetic acid). The reagents and catalysts are [Pt] (platinum on carbon). Run in C(C)O (ethanol). Reaction conditions: time 48 hour. Yields the product CC(CC(=O)NC=1C=C2CCCNC2=CC1)(C)C (3,3-dimethyl-N-1,2,3,4-tetrahydroquinolin-6-ylbutanamide). The yield is 86.1%. As a reaction SMILES: [CH3:1][C:2]([CH3:18])([CH3:17])[CH2:3][C:4]([NH:6][C:7]1[CH:8]=[C:9]2[C:14](=[CH:15][CH:16]=1)[N:13]=[CH:12][CH:11]=[CH:10]2)=[O:5].FC(F)(F)C(O)=O>[Pt].C(O)C>[CH3:1][C:2]([CH3:18])([CH3:17])[CH2:3][C:4]([NH:6][C:7]1[CH:8]=[C:9]2[C:14](=[CH:15][CH:16]=1)[NH:13][CH2:12][CH2:11][CH2:10]2)=[O:5]. Procedure: A mixture of 3,3-dimethyl-N-quinolin-6-ylbutanamide (2.4 g), 5% platinum on carbon (0.15 g), trifluoroacetic acid (2.0 mL) and ethanol (50 mL) was hydrogenated at 45 PSI on a Parr shaker for 48 h. The reaction mixture was filtered through Celite® and the filtrate was concentrated. The crude solid was dissolved in ethyl acetate and washed carefully with saturated aqueous sodium bicarbonate. The organic layer was dried (MgSO4) and concentrated. The resulting oil was dissolved in ether and 4 N HCl ... The reactants are C(C1=CC=CC=C1)N1CC2=CC=C(C=C2C1)C=1C(OCC1)C (2-benzyl-5-(2-methyl-2,5-dihydro-furan-3-yl)-2,3-dihydro-1H-isoindole), [H][H] (hydrogen). Yields the product CC1OCCC1C=1C=C2CNCC2=CC1 (5-(2-Methyl-tetrahydro-furan-3-yl)-2,3-dihydro-1H-isoindole). RXN SMILES: C([N:8]1[CH2:16][C:15]2[C:10](=[CH:11][CH:12]=[C:13]([C:17]3[CH:18]([CH3:22])[O:19][CH2:20][CH:21]=3)[CH:14]=2)[CH2:9]1)C1C=CC=CC=1.[H][H]>>[CH3:22][CH:18]1[CH:17]([C:13]2[CH:14]=[C:15]3[C:10](=[CH:11][CH:12]=2)[CH2:9][NH:8][CH2:16]3)[CH2:21][CH2:20][O:19]1. Reported procedure: Prepared in analogy to Example A62(c) from 2-benzyl-5-(2-methyl-2,5-dihydro-furan-3-yl)-2,3-dihydro-1H-isoindole and hydrogen. Yellow oil. MS (m/e): 204.1 ([M+H]+, 100%). Reactants: BrBr (Bromine), FC1=C(C=CC=C1)O (2-fluorophenol). The solvent is C(C)(=O)O (acetic acid), C(C)(=O)O (acetic acid). Conditions: time 8 hour. Product: BrC1=CC(=C(C=C1)O)F (4-bromo-2-fluorophenol). The yield is 82.1%. As a reaction SMILES: [Br:1]Br.[F:3][C:4]1[CH:9]=[CH:8][CH:7]=[CH:6][C:5]=1[OH:10]>C(O)(=O)C>[Br:1][C:8]1[CH:7]=[CH:6][C:5]([OH:10])=[C:4]([F:3])[CH:9]=1. Procedure details: Bromine (68.7 ml, 1.339 mol) dissolved in acetic acid (300 ml) was added drop by drop to a cooled solution of 2-fluorophenol (150 g, 1.339 mol) in acetic acid (1300 ml) and the reaction mixture was stirred at room temperature overnight. The reaction mixture was quenched with aq. sodium bisulfite solution and extracted with dichloromethane. The organic layer was washed with water and brine and dried over sodium sulfate. Solvent evaporation under reduced pressure afforded 4-bromo-2-fluorophenol (2...